Dataset: the Open Reaction Database (ORD), a public repository of structured organic reaction records. Task: describe an organic reaction: reactants, conditions, products, and yield Reported procedure: {3-[5-Methyl-3-(2-morpholinylsulfonylphenylsulfonyloxy)phenoxy]propoxy}guanidine hydrochloride: The title compound was prepared in 95% yield from 3-[5-methyl-[3-(2-morpholinylsulfonyl)phenylsulfonyloxy]phenoxy]propoxyamine, as prepared in the preceding step, in a manner analogous to step f of Example 1. 1H-NMR (300 MHz, DMSO-d6) δ 8.21 (t, J=8.0 Hz, 2H), 8.04 (t, J=7.8 Hz, 1H), 7.92 (t, J=7.8 Hz, 1H), 7.71 (br s, 4H), 6.75 (s, 1H), 6.53 (s, 1H), 6.49 (s, 1H), 3.99 (t, J=6.3 Hz, 2H), 3.90 (t, J=6... Yields the product Cl.CC=1C=C(C=C(OCCCONC(=N)N)C1)OS(=O)(=O)C1=C(C=CC=C1)S(=O)(=O)N1CCC(CC1)C(=O)OCC ({3-[5-Methyl-3-(2-(4-ethyloxycarbonylpiperidin-1-ylsulfonyl)phenylsulfonyloxy)phenoxy]propoxy}guanidine Hydrochloride). Reaction SMILES: [ClH:1].[CH3:2][C:3]1[CH:4]=[C:5]([O:18][S:19]([C:22]2[CH:27]=[CH:26][CH:25]=[CH:24][C:23]=2[S:28]([N:31]2[CH2:36]COCC2)(=[O:30])=[O:29])(=[O:21])=[O:20])[CH:6]=[C:7]([CH:17]=1)[O:8][CH2:9][CH2:10][CH2:11][O:12][NH:13][C:14]([NH2:16])=[NH:15].[CH3:37][C:38]1C=CC(OS(C2C=CC=C(S(C3OCCNC3)(=O)=O)C=2)(=O)=O)=C(C=1)OCCCON.[C:69]([C:71](=[CH:75][C:76]1C=CC(O)=CC=1)[C:72]([OH:74])=[O:73])#N>>[ClH:1].[CH3:2][C:3]1[CH:4]=[C:5]([O:18][S:19]([C:22]2[CH:27]=[CH:26][CH:25]=[CH:24][C:23]=2[S:28]([N:31]2[CH2:76][CH2:75][CH:71]([C:72]([O:74][CH2:37][CH3:38])=[O:73])[CH2:69][CH2:36]2)(=[O:30])=[O:29])(=[O:21])=[O:20])[CH:6]=[C:7]([CH:17]=1)[O:8][CH2:9][CH2:10][CH2:11][O:12][NH:13][C:14]([NH2:16])=[NH:15] |f:0.1,4.5|. The yield is 95.0%. Starting materials: Cl.CC=1C=C(C=C(OCCCONC(=N)N)C1)OS(=O)(=O)C1=C(C=CC=C1)S(=O)(=O)N1CCOCC1 ({3-[5-Methyl-3-(2-morpholinylsulfonylphenylsulfonyloxy)phenoxy]propoxy}guanidine hydrochloride), CC=1C=CC(=C(OCCCON)C1)OS(=O)(=O)C1=CC(=CC=C1)S(=O)(=O)C1CNCCO1 (3-[5-methyl-[3-(2-morpholinylsulfonyl)phenylsulfonyloxy]phenoxy]propoxyamine), C(#N)C(C(=O)O)=CC1=CC=C(C=C1)O (α-cyano-4-hydroxycinnamic acid). Starting materials: BrC=1C=C(SC1)C(=O)NC1=C(C=CC(=C1)C(NC1CC1)=O)C (4-bromo-N-(5-(cyclopropylcarbamoyl)-2-methylphenyl)thiophene-2-carboxamide), ClC1=CC=C(C=C1)B(O)O (4-chlorophenylboronic acid). Yields the product ClC1=CC=C(C=C1)C=1C=C(SC1)C(=O)NC1=C(C=CC(=C1)C(NC1CC1)=O)C (4-(4-Chlorophenyl)-N-(5-(cyclopropylcarbamoyl)-2-methylphenyl)thiophene-2-carboxamide). RXN SMILES: Br[C:2]1[CH:3]=[C:4]([C:7]([NH:9][C:10]2[CH:15]=[C:14]([C:16](=[O:21])[NH:17][CH:18]3[CH2:20][CH2:19]3)[CH:13]=[CH:12][C:11]=2[CH3:22])=[O:8])[S:5][CH:6]=1.[Cl:23][C:24]1[CH:29]=[CH:28][C:27](B(O)O)=[CH:26][CH:25]=1>>[Cl:23][C:24]1[CH:29]=[CH:28][C:27]([C:2]2[CH:3]=[C:4]([C:7]([NH:9][C:10]3[CH:15]=[C:14]([C:16](=[O:21])[NH:17][CH:18]4[CH2:20][CH2:19]4)[CH:13]=[CH:12][C:11]=3[CH3:22])=[O:8])[S:5][CH:6]=2)=[CH:26][CH:25]=1. Reported procedure: The title compound was prepared by coupling 4-bromo-N-(5-(cyclopropylcarbamoyl)-2-methylphenyl)thiophene-2-carboxamide a with commercially available 4-chlorophenylboronic acid using the method described in Step B of Example 136 to afford a white solid (Example 203). HPLC Ret time=3.66 min. LCMS [M+H]+ 411.221.